From a dataset of the Open Reaction Database (ORD), a public repository of structured organic reaction records. describe an organic reaction: reactants, conditions, products, and yield Reactants: C(CC#C)O (3-butyn-1-ol), [H-].[Na+] (sodium hydride), [Cl-].[NH4+] (ammonium chloride), ClC1=NC=NC(=C1)OCC#C (4-chloro-6-(2-propynyloxy)pyrimidine). Solvent: O1CCCC1 (tetrahydrofuran), O1CCCC1 (tetrahydrofuran), O1CCCC1 (tetrahydrofuran). Yields the product C(CC#C)OC1=NC=NC(=C1)OCC#C (4-(3-butynyloxy)-6-(2-propynyloxy)pyrimidine). Yield: 38.9%. RXN SMILES: [H-].[Na+].[CH2:3]([OH:7])[CH2:4][C:5]#[CH:6].Cl[C:9]1[CH:14]=[C:13]([O:15][CH2:16][C:17]#[CH:18])[N:12]=[CH:11][N:10]=1.[Cl-].[NH4+]>O1CCCC1>[CH2:3]([O:7][C:9]1[CH:14]=[C:13]([O:15][CH2:16][C:17]#[CH:18])[N:12]=[CH:11][N:10]=1)[CH2:4][C:5]#[CH:6] |f:0.1,4.5|. Procedure: In 2 ml of tetrahydrofuran was suspended 0.1 g of sodium hydride (60% in oil), to which 0.6 ml of a tetrahydrofuran solution containing 0.13 g of 3-butyn-1-ol was slowly added dropwise with stirring at room temperature. The mixture was stirred at room temperature for 20 minutes and then cooled to 0° C., to which 0.6 ml of a tetrahydrofuran solution containing 0.3 g of 4-chloro-6-(2-propynyloxy)pyrimidine was slowly added dropwise. The mixture was further stirred at 0° C. for 4.5 hours. The react...